Dataset: the Open Reaction Database (ORD), a public repository of structured organic reaction records. Task: describe an organic reaction: reactants, conditions, products, and yield Reactants: ClC1=NC=CC=N1 (2-chloropyrimidine), Cl (hydrochloric acid), S1C(=NC2=C1C=CC=C2)CC#N (2-(Benzothiazol-2-yl)acetonitrile), [H-].[Na+] (sodium hydride). Solvent: C1CCOC1 (THF), O (water). Run at time 30 minute. The product is S1C(NC2=C1C=CC=C2)=C(C#N)C2=NC=CC=N2 (2-[benzothiazol-2(3H)-ylidene]-2-(pyrimidin-2-yl)acetonitrile). RXN SMILES: [S:1]1[C:5]2[CH:6]=[CH:7][CH:8]=[CH:9][C:4]=2[N:3]=[C:2]1[CH2:10][C:11]#[N:12].[H-].[Na+].Cl[C:16]1[N:21]=[CH:20][CH:19]=[CH:18][N:17]=1.Cl>C1COCC1.O>[S:1]1[C:5]2[CH:6]=[CH:7][CH:8]=[CH:9][C:4]=2[NH:3][C:2]1=[C:10]([C:16]1[N:21]=[CH:20][CH:19]=[CH:18][N:17]=1)[C:11]#[N:12] |f:1.2|. Procedure details: 2-(Benzothiazol-2-yl)acetonitrile (0.69 g, 4 mmol) was added in portions to a suspension of 95% sodium hydride ((0.21 g, 6 mmol) in THF (12 mL). The resulting yellow suspension was stirred at room temperature for 30 min, and 2-chloropyrimidine (0.45 g, 4 mmol) was added. The mixture was stirred for 3 d, and water was added to the dark solution. The mixture was acidified with 1N hydrochloric acid, and the precipitate that formed was collected by filtration, washed with water and acetonitrile, and... Reactants: CCOC(=O)C(C)Br, CCO, Cc1c(Cl)ccc([O-])c1Cl, [Na+]. The product is CCOC(=O)C(C)Oc1ccc(Cl)c(C)c1Cl. RXN SMILES: [Br:12][CH:13]([C:14](=[O:15])[O:16][CH2:17][CH3:18])[CH3:19].[CH3:20][CH2:21][OH:22].[Cl:1][c:2]1[c:3]([O-:10])[cH:4][cH:5][c:6]([Cl:9])[c:7]1[CH3:8].[Na+:11]>>[Cl:1][c:2]1[c:3]([O:10][CH:13]([C:14](=[O:15])[O:16][CH2:17][CH3:18])[CH3:19])[cH:4][cH:5][c:6]([Cl:9])[c:7]1[CH3:8]. Starting materials: C=CC#N, C[N+](C)(C)Cc1ccccc1, C1COCCO1, [OH-], O, c1c[nH]c(Cn2ccnc2)c1. Product: N#CCCn1cccc1Cn1ccnc1. RXN SMILES: [CH2:12]=[CH:13][C:14]#[N:15].[CH2:17]([N+:18]([CH3:19])([CH3:20])[CH3:21])[c:22]1[cH:23][cH:24][cH:25][cH:26][cH:27]1.[O:29]1[CH2:30][CH2:31][O:32][CH2:33][CH2:34]1.[OH-:16].[OH2:28].[n:1]1([CH2:6][c:7]2[nH:8][cH:9][cH:10][cH:11]2)[cH:2][n:3][cH:4][cH:5]1>>[n:1]1([CH2:6][c:7]2[n:8]([CH2:12][CH2:13][C:14]#[N:15])[cH:9][cH:10][cH:11]2)[cH:2][n:3][cH:4][cH:5]1. The reactants are NC[C@H](C)O ((S)-1-amino-2-propanol), CC1=C(CNC=2C=3N(C=C(C2)C(=O)O)C(=C(N3)C)C)C(=CC=C1)C (8-[(2,6-dimethylbenzyl)amino]-2,3-dimethylimidazo[1,2-a]pyridine-6-carboxylic acid), C(C)(C)N(CC)C(C)C (diisopropylethylamine), [B-](F)(F)(F)F.CN(C)C(=[N+](C)C)ON1C2=CC=CC=C2N=N1 (o-benzotriazol-1-yl-N,N,N′,N′-tetramethyluronium tetrafluoroborate). The solvent is O (Water), CN(C=O)C (dimethylformamide). Reaction conditions: time 15 minute. Product: CC1=C(CNC=2C=3N(C=C(C2)C(=O)NC[C@H](C)O)C(=C(N3)C)C)C(=CC=C1)C (8-[(2,6-dimethylbenzyl)amino]-N-[(2S)-2-hydroxypropyl]-2,3-dimethylimidazo[1,2-a]pyridine-6-carboxamide). As a reaction SMILES: [CH3:1][C:2]1[CH:23]=[CH:22][CH:21]=[C:20]([CH3:24])[C:3]=1[CH2:4][NH:5][C:6]1[C:7]2[N:8]([C:15]([CH3:19])=[C:16]([CH3:18])[N:17]=2)[CH:9]=[C:10]([C:12]([OH:14])=O)[CH:11]=1.C(N(C(C)C)CC)(C)C.[B-](F)(F)(F)F.CN(C(ON1N=NC2C1=CC=CC=2)=[N+](C)C)C.[NH2:56][CH2:57][C@@H:58]([OH:60])[CH3:59]>O.CN(C)C=O>[CH3:1][C:2]1[CH:23]=[CH:22][CH:21]=[C:20]([CH3:24])[C:3]=1[CH2:4][NH:5][C:6]1[C:7]2[N:8]([C:15]([CH3:19])=[C:16]([CH3:18])[N:17]=2)[CH:9]=[C:10]([C:12]([NH:56][CH2:57][C@@H:58]([OH:60])[CH3:59])=[O:14])[CH:11]=1 |f:2.3|. Isolated yield 95.4%. Reported procedure: 8-[(2,6-dimethylbenzyl)amino]-2,3-dimethylimidazo[1,2-a]pyridine-6-carboxylic acid (30 g, 0.0928 mol) and 30 g diisopropylethylamine (30 g, 0.233 mol) were added to dimethylformamide (DM) (250 ml). o-benzotriazol-1-yl-N,N,N′,N′-tetramethyluronium tetrafluoroborate (TBTU) (36 g, 0.112 mol) was added. The mixture was stirred for 15 min at room temperature. (S)-1-amino-2-propanol (8.4 g, 0.112 mol) was added and the stirring was continued for 1 h at room temperature. Water (100 ml) was added and th... Reactants: CC(C)(C)Cn1c(CBr)cc2cnc(C#N)nc21, CC(C)(C)OC(=O)N1CCC2(CC1)CC(=O)NC2=O, O=C([O-])[O-], [K+], [K+], CN(C)C=O. Yields the product CC(C)(C)Cn1c(CN2C(=O)CC3(CCN(C(=O)OC(C)(C)C)CC3)C2=O)cc2cnc(C#N)nc21. As a reaction SMILES: [Br:1][CH2:2][c:3]1[cH:4][c:5]2[c:6]([n:7][c:8]([C:11]#[N:12])[n:9][cH:10]2)[n:13]1[CH2:14][C:15]([CH3:16])([CH3:17])[CH3:18].[C:19]([CH3:20])([CH3:21])([CH3:22])[O:23][C:24](=[O:25])[N:26]1[CH2:27][CH2:28][C:29]2([CH2:30][C:31](=[O:35])[NH:32][C:33]2=[O:34])[CH2:36][CH2:37]1.[C:38](=[O:39])([O-:40])[O-:41].[K+:42].[K+:43].[O:44]=[CH:45][N:46]([CH3:47])[CH3:48]>>[CH2:2]([c:3]1[cH:4][c:5]2[c:6]([n:7][c:8]([C:11]#[N:12])[n:9][cH:10]2)[n:13]1[CH2:14][C:15]([CH3:16])([CH3:17])[CH3:18])[N:32]1[C:31](=[O:35])[CH2:30][C:29]2([CH2:28][CH2:27][N:26]([C:24]([O:23][C:19]([CH3:20])([CH3:21])[CH3:22])=[O:25])[CH2:37][CH2:36]2)[C:33]1=[O:34]. Reactants: BrCCOC1=CC=C(C=C1)\C(=C(\C(F)(F)F)/C1=CC=CC=C1)\C1=CC=CC=C1 ((E)-1-[4-(2-bromoethoxy)-phenyl]-1,2-diphenyl-3,3,3-trifluoro-propene), N1CCOCC1 (morpholine). Conditions: time 1 hour. The product is C1(=CC=CC=C1)/C(=C(\C(F)(F)F)/C1=CC=CC=C1)/C1=CC=C(C=C1)OCCN1CCOCC1 ((E)-1,2-diphenyl-3,3,3-trifluoro-1-[4-(2-morpholinoethoxy)-phenyl]-propene). Isolated yield 82.3%. As a reaction SMILES: Br[CH2:2][CH2:3][O:4][C:5]1[CH:10]=[CH:9][C:8](/[C:11](/[C:23]2[CH:28]=[CH:27][CH:26]=[CH:25][CH:24]=2)=[C:12](\[C:17]2[CH:22]=[CH:21][CH:20]=[CH:19][CH:18]=2)/[C:13]([F:16])([F:15])[F:14])=[CH:7][CH:6]=1.[NH:29]1[CH2:34][CH2:33][O:32][CH2:31][CH2:30]1>>[C:23]1(/[C:11](/[C:8]2[CH:9]=[CH:10][C:5]([O:4][CH2:3][CH2:2][N:29]3[CH2:34][CH2:33][O:32][CH2:31][CH2:30]3)=[CH:6][CH:7]=2)=[C:12](/[C:17]2[CH:22]=[CH:21][CH:20]=[CH:19][CH:18]=2)\[C:13]([F:16])([F:15])[F:14])[CH:28]=[CH:27][CH:26]=[CH:25][CH:24]=1. Reported procedure: A mixture of 3.34 g (7.5 mmoles) of (E)-1-[4-(2-bromoethoxy)-phenyl]-1,2-diphenyl-3,3,3-trifluoro-propene, prepared as described in Example 7, and 13 g of morpholine is boiled for one hour. The reaction mixture is processed as described in Example 1, and the crude product is crystallized from hexane. 2.80 g (82.4%) of the aimed compound are obtained; m.p.: 84°-89° C. As a reaction SMILES: [CH3:33][OH:34].[NH3:32].[OH:1][CH:2]([CH2:3][O:4][c:5]1[c:6]([O:24][CH3:25])[cH:7][c:8]2[c:9](=[O:23])[n:10]([CH2:15][O:16][C:17](=[O:18])[C:19]([CH3:20])([CH3:21])[CH3:22])[cH:11][n:12][c:13]2[cH:14]1)[CH2:26][N:27]1[CH2:28][CH2:29][CH2:30][CH2:31]1>>[OH:1][CH:2]([CH2:3][O:4][c:5]1[c:6]([O:24][CH3:25])[cH:7][c:8]2[c:9](=[O:23])[nH:10][cH:11][n:12][c:13]2[cH:14]1)[CH2:26][N:27]1[CH2:28][CH2:29][CH2:30][CH2:31]1. The product is COc1cc2c(=O)[nH]cnc2cc1OCC(O)CN1CCCC1. Reactants: CO, N, COc1cc2c(=O)n(COC(=O)C(C)(C)C)cnc2cc1OCC(O)CN1CCCC1. Reactants: [Cl-].[NH4+] (ammonium chloride), [Cl-].[NH4+] (ammonium chloride), Cl (HCl), C(C=C)OC1=C(C=CC(=C1)OC)[N+](=O)[O-] (2-allyloxy-4-methoxynitrobenzene), C1CCOC1 (THF). The reagents and catalysts are [Fe] (iron), [Fe] (iron). Solvent: O (water), C(C)O (ethanol). Run at temperature 80 celsius. The product is C(C=C)OC1=C(N)C=CC(=C1)OC (2-Allyloxy-4-methoxyaniline). Yield: 60.9%. RXN SMILES: [CH2:1]([O:4][C:5]1[CH:10]=[C:9]([O:11][CH3:12])[CH:8]=[CH:7][C:6]=1[N+:13]([O-])=O)[CH:2]=[CH2:3].C1COCC1.[Cl-].[NH4+].Cl>C(O)C.[Fe].O>[CH2:1]([O:4][C:5]1[CH:10]=[C:9]([O:11][CH3:12])[CH:8]=[CH:7][C:6]=1[NH2:13])[CH:2]=[CH2:3] |f:2.3|. Procedure: 2.09 g of 2-allyloxy-4-methoxynitrobenzene was dissolved in 20 ml of ethanol, 5 ml of THF, and 4 ml of water. Thereafter, 4.27 g of ammonium chloride and 2.23 g of iron were added to the reaction solution, and the obtained mixture was stirred while heating at 80° C. for 4 hours. Thereafter, 2 g of ammonium chloride, 1 g of iron, and 0.25 ml of 5 N HCl were added to the reaction solution, and the obtained mixture was further stirred while heating for approximately 2 hours. The reaction solution w...